This data is from the Open Reaction Database (ORD), a public repository of structured organic reaction records. The task is: describe an organic reaction: reactants, conditions, products, and yield Reactants: ClCCCC(=O)C1=CC=2CC3=CC(=CC=C3OC2C=C1)C(CCCCl)=O (2,7-bis(4-chlorobutyryl)-xanthene), N1CCCCC1 (piperidine), [I-].[K+] (potassium iodide). The solvent is CC(CC)=O (butanone). Conditions: time 2 day. Product: N1(CCCCC1)CCCC(=O)C1=CC=2CC3=CC(=CC=C3OC2C=C1)C(CCCN1CCCCC1)=O (2,7-BIS(4-PIPERIDINOBUTYRYL)XANTHENE). RXN SMILES: Cl[CH2:2][CH2:3][CH2:4][C:5]([C:7]1[CH:20]=[CH:19][C:18]2[O:17][C:16]3[C:11](=[CH:12][C:13]([C:21](=[O:26])[CH2:22][CH2:23][CH2:24]Cl)=[CH:14][CH:15]=3)[CH2:10][C:9]=2[CH:8]=1)=[O:6].[NH:27]1[CH2:32][CH2:31][CH2:30][CH2:29][CH2:28]1.[I-].[K+]>CC(=O)CC>[N:27]1([CH2:2][CH2:3][CH2:4][C:5]([C:7]2[CH:20]=[CH:19][C:18]3[O:17][C:16]4[C:11](=[CH:12][C:13]([C:21](=[O:26])[CH2:22][CH2:23][CH2:24][N:27]5[CH2:32][CH2:31][CH2:30][CH2:29][CH2:28]5)=[CH:14][CH:15]=4)[CH2:10][C:9]=3[CH:8]=2)=[O:6])[CH2:32][CH2:31][CH2:30][CH2:29][CH2:28]1 |f:2.3|. Procedure details: A mixture of 19.6 g (0.05 mole) of 2,7-bis(4-chlorobutyryl)-xanthene, 34.0 g (0.4 mole) of piperidine, 16.6 g (0.1 mole) of potassium iodide and 200 ml. of butanone was refluxed with stirring for 21/2 days. The reaction mixture was poured into 1000 ml. of water, and the solid which precipitated was filtered and recrystallized from methylene chloride-acetone then from acetone to give the desired product. M.P. 115°-117°C.